This data is from the Open Reaction Database (ORD), a public repository of structured organic reaction records. The task is: describe an organic reaction: reactants, conditions, products, and yield Reactants: N(=C=S)C=1C=C(C(C(=O)O)=CC1)C(=O)O (4-isothiocyanatophthalic acid). Solvent: FC(C(=O)OC(C(F)(F)F)=O)(F)F (trifluoroacetic anhydride), C(Cl)Cl (methylene chloride). The product is N(=C=S)C=1C=C2C(C(=O)OC2=O)=CC1 (4-isothiocyanatophthalic anhydride). As a reaction SMILES: [N:1]([C:4]1[CH:5]=[C:6]([C:13]([OH:15])=[O:14])[C:7](=[CH:11][CH:12]=1)[C:8]([OH:10])=O)=[C:2]=[S:3]>FC(F)(F)C(OC(=O)C(F)(F)F)=O.C(Cl)Cl>[N:1]([C:4]1[CH:5]=[C:6]2[C:13](=[O:14])[O:15][C:8](=[O:10])[C:7]2=[CH:11][CH:12]=1)=[C:2]=[S:3]. Procedure details: The 4-isothiocyanatophthalic acid thus obtained was immediately heated to reflux in a mixture of trifluoroacetic anhydride and methylene chloride for 2 hours under a nitrogen atmosphere. After cooling to room temperature, the reaction mixture was concentrated under reduced pressure. Recrystallization of the resultant solid from 30 mL of carbon tetrachloride afforded 4-isothiocyanatophthalic anhydride as brownish-purple crystals in a yield of 2.3778 g, (77 percent of theoretical). The title compo... The reactants are ClC=1C=CC2=C(C(=[N+](CC(N2CC(CO)O)=O)[O-])C2=C(C=CC=C2)F)C1 (7-chloro-1-(2,3-dihydroxypropyl)-5-(2-fluorophenyl)-1,3-dihydro-2H-1,4-benzodiazepin-2-one 4-oxide). The reagents and catalysts are [Ni] (Raney nickel). Run in CO (methanol). Yields the product ClC=1C=CC2=C(C(=NCC(N2CC(CO)O)=O)C2=C(C=CC=C2)F)C1 (7-chloro-1-(2,3-dihydroxypropyl)-5-(2-fluorophenyl)-1,3-dihydro-2H-1,4-benzodiazepin-2-one). RXN SMILES: [Cl:1][C:2]1[CH:3]=[CH:4][C:5]2[N:11]([CH2:12][CH:13]([OH:16])[CH2:14][OH:15])[C:10](=[O:17])[CH2:9][N+:8]([O-])=[C:7]([C:19]3[CH:24]=[CH:23][CH:22]=[CH:21][C:20]=3[F:25])[C:6]=2[CH:26]=1>CO.[Ni]>[Cl:1][C:2]1[CH:3]=[CH:4][C:5]2[N:11]([CH2:12][CH:13]([OH:16])[CH2:14][OH:15])[C:10](=[O:17])[CH2:9][N:8]=[C:7]([C:19]3[CH:24]=[CH:23][CH:22]=[CH:21][C:20]=3[F:25])[C:6]=2[CH:26]=1. Procedure: 400 mg of 7-chloro-1-(2,3-dihydroxypropyl)-5-(2-fluorophenyl)-1,3-dihydro-2H-1,4-benzodiazepin-2-one 4-oxide are dissolved in 20 ml of methanol, treated with 200 mg of Raney nickel paste and shaken under hydrogen. After uptake of the calculated amount of hydrogen, the mixture is filtered off from catalyst and the clear filtrate concentrated. By chromatography on silica gel with ethyl acetate/methanol (9:1) there is isolated from the residue 7-chloro-1-(2,3-dihydroxypropyl)-5-(2-fluorophenyl)-1,3... Reaction SMILES: Cl[C:2]1[S:3][C:4]2[CH:11]=[CH:10][C:9]3[CH:12]=[C:13]([Cl:16])[CH:14]=[CH:15][C:8]=3[CH:7]([C:17]3[C:18](=[O:25])[NH:19][C:20](=[O:24])[N:21]([CH3:23])[CH:22]=3)[C:5]=2[N:6]=1.[CH3:26][NH:27][CH3:28]>C(O)C>[Cl:16][C:13]1[CH:14]=[CH:15][C:8]2[CH:7]([C:17]3[C:18](=[O:25])[NH:19][C:20](=[O:24])[N:21]([CH3:23])[CH:22]=3)[C:5]3[N:6]=[C:2]([N:27]([CH3:28])[CH3:26])[S:3][C:4]=3[CH:11]=[CH:10][C:9]=2[CH:12]=1. The reactants are ClC=1SC2=C(N1)C(C1=C(C=C2)C=C(C=C1)Cl)C=1C(NC(N(C1)C)=O)=O ((±)-5-(2,7-Dichloro-4H-benzo[5,6]cyclohepta[1,2-d]thiazol-4-yl)-1-methyl-2,4(1H,3H)-pyrimidinedione), CNC (dimethylamine). Procedure: The product from example 44 step (viii) (0.05 g) was heated with 40% aq. dimethylamine (2 ml) in ethanol (1 ml) for 1 hour. The mixture was partitioned between ethyl acetate and water. The organic phase was collected, dried (MgSO4) and solvent evaporated under reduced pressure. The residue was triturated with ethyl acetate/isohexane mixtures and the title product collected by filtration as a pale yellow solid. Product: ClC=1C=CC2=C(C=CC3=C(N=C(S3)N(C)C)C2C=2C(NC(N(C2)C)=O)=O)C1 ((±)-5-(7-Chloro-2-dimethylamino-4H-benzo[5,6]cyclohepta[1,2-d]thiazol-4-yl)-1-methyl-2,4(1H,3H)-pyrimidinedione). Solvent: C(C)O (ethanol). The reactants are IC=1C=C2C(=NC1N(S(=O)(=O)C)CCCCC(=O)OC)OC(=C2C(NC)=O)C2=CC=C(C=C2)C (methyl 5-(N-(5-iodo-3-(methylcarbamoyl)-2-p-tolylfuro[2,3-b]pyridin-6-yl)methylsulfonamido)pentanoate), C1(=CC=CC=C1)C (toluene). The product is C1(CC1)C=1C=C2C(=NC1N(S(=O)(=O)C)CCCCC(=O)OC)OC(=C2C(NC)=O)C2=CC=C(C=C2)C (methyl 5-(N-(5-cyclopropyl-3-(methylcarbamoyl)-2-p-tolylfuro[2,3-b]pyridin-6-yl)methylsulfonamido)pentanoate). The yield is 67.0%. As a reaction SMILES: I[C:2]1[CH:3]=[C:4]2[C:23]([C:24](=[O:27])[NH:25][CH3:26])=[C:22]([C:28]3[CH:33]=[CH:32][C:31]([CH3:34])=[CH:30][CH:29]=3)[O:21][C:5]2=[N:6][C:7]=1[N:8]([CH2:13][CH2:14][CH2:15][CH2:16][C:17]([O:19][CH3:20])=[O:18])[S:9]([CH3:12])(=[O:11])=[O:10].[C:35]1([CH3:41])C=CC=C[CH:36]=1>>[CH:41]1([C:2]2[CH:3]=[C:4]3[C:23]([C:24](=[O:27])[NH:25][CH3:26])=[C:22]([C:28]4[CH:29]=[CH:30][C:31]([CH3:34])=[CH:32][CH:33]=4)[O:21][C:5]3=[N:6][C:7]=2[N:8]([CH2:13][CH2:14][CH2:15][CH2:16][C:17]([O:19][CH3:20])=[O:18])[S:9]([CH3:12])(=[O:11])=[O:10])[CH2:35][CH2:36]1. Procedure: The methyl 5-(N-(5-iodo-3-(methylcarbamoyl)-2-p-tolylfuro[2,3-b]pyridin-6-yl)methylsulfonamido)pentanoate (35 mg, 0.058 mmol) was suspended/dissolved in 1 mL toluene and added to 2. 1 was added to 2. The biphasic mixture was degassed for 5 min, then microwaved at 122° C. for 10 min. The mixture was then heated again at the same temperature for another 2×10 min. HPLC purification yielded methyl 5-(N-(5-cyclopropyl-3-(methylcarbamoyl)-2-p-tolylfuro[2,3-b]pyridin-6-yl)methylsulfonamido)pentanoate (...